From a dataset of the Open Reaction Database (ORD), a public repository of structured organic reaction records. describe an organic reaction: reactants, conditions, products, and yield Starting materials: CC(=O)O, C=Cc1cccc(N)c1, ClCCCl, [K+], [K+], O=C([O-])[O-], Cc1cccc(-c2[nH]c(C=O)nc2-c2ccc3ncnn3c2)n1. The product is C=Cc1cccc(NCc2nc(-c3ccc4ncnn4c3)c(-c3cccc(C)n3)[nH]2)c1. Reaction SMILES: [C:33]([OH:34])(=[O:35])[CH3:36].[CH:24](=[CH2:25])[c:26]1[cH:27][c:28]([NH2:29])[cH:30][cH:31][cH:32]1.[Cl:43][CH2:44][CH2:45][Cl:46].[K+:37].[K+:38].[O-:39][C:40]([O-:41])=[O:42].[n:1]1[cH:2][n:3][n:4]2[c:5]1[cH:6][cH:7][c:8](-[c:10]1[n:11][c:12]([CH:22]=[O:23])[nH:13][c:14]1-[c:15]1[n:16][c:17]([CH3:21])[cH:18][cH:19][cH:20]1)[cH:9]2>>[n:1]1[cH:2][n:3][n:4]2[c:5]1[cH:6][cH:7][c:8](-[c:10]1[n:11][c:12]([CH2:22][NH:29][c:28]3[cH:27][c:26]([CH:24]=[CH2:25])[cH:32][cH:31][cH:30]3)[nH:13][c:14]1-[c:15]1[n:16][c:17]([CH3:21])[cH:18][cH:19][cH:20]1)[cH:9]2. Reactants: COC(C1=CN=C(C(=C1)Br)Cl)=O (5-bromo-6-chloro-nicotinic acid methyl ester), N[C@@H](CC(C)C)CO ((S)-(+)-leucinol), N1CCCC1 (pyrrolidine), COC=1C=C(C=CC1)B(O)O (3-methoxyphenyl-boronic acid). Product: OC[C@H](CC(C)C)NC(C1=CN=C(C(=C1)C1=CC(=CC=C1)OC)N1CCCC1)=O (N—((S)-1-Hydroxymethyl-3-methyl-butyl)-5-(3-methoxy-phenyl)-6-pyrrolidin-1-yl-nicotinamide). Reaction SMILES: CO[C:3](=[O:12])[C:4]1[CH:9]=[C:8](Br)[C:7](Cl)=[N:6][CH:5]=1.[NH:13]1[CH2:17][CH2:16][CH2:15][CH2:14]1.[CH3:18][O:19][C:20]1[CH:21]=[C:22](B(O)O)[CH:23]=[CH:24][CH:25]=1.[NH2:29][C@H:30]([CH2:35][OH:36])[CH2:31][CH:32]([CH3:34])[CH3:33]>>[OH:36][CH2:35][C@@H:30]([NH:29][C:3](=[O:12])[C:4]1[CH:9]=[C:8]([C:24]2[CH:23]=[CH:22][CH:21]=[C:20]([O:19][CH3:18])[CH:25]=2)[C:7]([N:13]2[CH2:17][CH2:16][CH2:15][CH2:14]2)=[N:6][CH:5]=1)[CH2:31][CH:32]([CH3:34])[CH3:33]. Procedure details: The title compound was synthesized in analogy to the procedure described for the preparation of Example 43, using 5-bromo-6-chloro-nicotinic acid methyl ester, pyrrolidine (commercially available), 3-methoxyphenyl-boronic acid (commercially available) and (S)-(+)-leucinol (commercially available) as starting materials. MS (ISP): 398.3 (M+H+). The reactants are COc1ccc(CCC=O)c(OC)c1, Cc1cn(CCN)c(C)n1. The product is COc1ccc(CCC2NCCn3c(C)nc(C)c32)c(OC)c1. As a reaction SMILES: [CH3:11][O:12][c:13]1[c:14]([CH2:21][CH2:22][CH:23]=[O:24])[cH:15][cH:16][c:17]([O:19][CH3:20])[cH:18]1.[CH3:1][c:2]1[n:3]([CH2:8][CH2:9][NH2:10])[cH:4][c:5]([CH3:7])[n:6]1>>[CH3:1][c:2]1[n:3]2[c:4]([c:5]([CH3:7])[n:6]1)[CH:23]([CH2:22][CH2:21][c:14]1[c:13]([O:12][CH3:11])[cH:18][c:17]([O:19][CH3:20])[cH:16][cH:15]1)[NH:10][CH2:9][CH2:8]2.